Dataset: the Open Reaction Database (ORD), a public repository of structured organic reaction records. Task: describe an organic reaction: reactants, conditions, products, and yield Procedure: A mixture of 2-(3-bromo-4-fluorobenzoyl)-3-hydroxypyridine (2.96 g), O-t-butyl hydroxylamine hydrochloride (1.88 g) and acetic acid (50 mL) was stirred at 90° C. for 14 hours. The reaction mixture was concentrated in vacuo, which was subjected to addition with ethyl acetate and water. The ethyl acetate solution was washed with aqueous NaHCO3 and a saturated aqueous saline solution, successively, which was dried (magnesium sulfate), followed by distilling off the solvent under reduced pressure. T... As a reaction SMILES: [Br:1][C:2]1[CH:3]=[C:4]([CH:14]=[CH:15][C:16]=1[F:17])[C:5]([C:7]1[C:12]([OH:13])=[CH:11][CH:10]=[CH:9][N:8]=1)=O.Cl.[C:19]([O:23][NH2:24])([CH3:22])([CH3:21])[CH3:20]>C(O)(=O)C>[Br:1][C:2]1[CH:3]=[C:4]([CH:14]=[CH:15][C:16]=1[F:17])/[C:5](/[C:7]1[C:12]([OH:13])=[CH:11][CH:10]=[CH:9][N:8]=1)=[N:24]\[O:23][C:19]([CH3:22])([CH3:21])[CH3:20].[Br:1][C:2]1[CH:3]=[C:4]([CH:14]=[CH:15][C:16]=1[F:17])/[C:5](/[C:7]1[C:12]([OH:13])=[CH:11][CH:10]=[CH:9][N:8]=1)=[N:24]/[O:23][C:19]([CH3:22])([CH3:21])[CH3:20] |f:1.2|. Yields the product BrC=1C=C(\C(=N/OC(C)(C)C)\C2=NC=CC=C2O)C=CC1F ((E)-2-(3-bromo-α-t-butoxyimino-4-fluorobenzyl)-3-hydroxypyridine), BrC=1C=C(/C(=N/OC(C)(C)C)/C2=NC=CC=C2O)C=CC1F ((Z)-2-(3-bromo-α-t-butoxyimino-4-fluorobenzyl)-3-hydroxypyridine). Reactants: BrC=1C=C(C(=O)C2=NC=CC=C2O)C=CC1F (2-(3-bromo-4-fluorobenzoyl)-3-hydroxypyridine), Cl.C(C)(C)(C)ON (O-t-butyl hydroxylamine hydrochloride). Reaction conditions: temperature 90 celsius, time 14 hour. The solvent is C(C)(=O)O (acetic acid). Starting materials: OCc1ccc(Br)cc1, CN(C)C=O, Cc1ccc(F)nc1, [H-], [Na+], O. Product: Cc1ccc(OCc2ccc(Br)cc2)nc1. RXN SMILES: [Br:6][c:7]1[cH:8][cH:9][c:10]([CH2:11][OH:12])[cH:13][cH:14]1.[CH3:1][N:2]([CH3:3])[CH:4]=[O:5].[F:17][c:18]1[n:19][cH:20][c:21]([CH3:24])[cH:22][cH:23]1.[H-:15].[Na+:16].[OH2:25]>>[Br:6][c:7]1[cH:8][cH:9][c:10]([CH2:11][O:12][c:18]2[n:19][cH:20][c:21]([CH3:24])[cH:22][cH:23]2)[cH:13][cH:14]1. The reactants are CCCCNC=1C=CC(=CC1)C(=O)OCCN(C)C (tetracaine), OP(=O)(O)[O-].OP(=O)([O-])[O-].[Na+].[Na+].[Na+].[Cl-].[Cl-].[K+].[K+] (phosphate buffered saline). The product is CCCCNC=1C=CC(=CC1)C(=O)OCCN(C)C.C1(C(C(C(C(C1OP(=O)(O)O)OP(=O)(O)O)OP(=O)(O)O)OP(=O)(O)O)OP(=O)(O)O)OP(=O)(O)O (Tetracaine Phytate). Reaction SMILES: [CH3:1][CH2:2][CH2:3][CH2:4][NH:5][C:6]1[CH:7]=[CH:8][C:9]([C:12]([O:14][CH2:15][CH2:16][N:17]([CH3:19])[CH3:18])=[O:13])=[CH:10][CH:11]=1.[OH:20][P:21]([O-:24])([OH:23])=[O:22].[OH:25][P:26]([O-:29])([O-:28])=[O:27].[Na+].[Na+].[Na+].[Cl-].[Cl-].[K+].[K+]>>[CH3:1][CH2:2][CH2:3][CH2:4][NH:5][C:6]1[CH:11]=[CH:10][C:9]([C:12]([O:14][CH2:15][CH2:16][N:17]([CH3:19])[CH3:18])=[O:13])=[CH:8][CH:7]=1.[CH:11]1([O:27][P:26]([OH:29])([OH:28])=[O:25])[CH:10]([O:22][P:21]([OH:24])([OH:23])=[O:20])[CH:9]([O:27][P:26]([OH:29])([OH:28])=[O:25])[CH:8]([O:22][P:21]([OH:24])([OH:23])=[O:20])[CH:7]([O:27][P:26]([OH:29])([OH:28])=[O:25])[CH:6]1[O:22][P:21]([OH:24])([OH:23])=[O:20] |f:1.2.3.4.5.6.7.8.9,10.11|. Procedure: The film thus obtained is melted and compression molded at 80° C. to give a film about 0.5 mm thick. The film is incubated in phosphate buffered saline (containing 0.02% sodium azide) at pH 7.4 and 37° C., and the buffer solution is assayed periodically by UV to determine the amount of tetracaine released. Reactants: N#Cc1ccc(-c2ccc(S(=O)(=O)Cl)cc2)cc1, CC(C)(C)[Si](C)(C)OCc1cccc(N)n1, ClCCl, c1ccncc1. As a reaction SMILES: [C:20](#[N:21])[c:22]1[cH:23][cH:24][c:25](-[c:28]2[cH:29][cH:30][c:31]([S:34](=[O:35])(=[O:36])[Cl:37])[cH:32][cH:33]2)[cH:26][cH:27]1.[C:4]([CH3:5])([CH3:6])([CH3:7])[Si:8]([O:9][CH2:10][c:11]1[cH:12][cH:13][cH:14][c:15]([NH2:17])[n:16]1)([CH3:18])[CH3:19].[Cl:1][CH2:2][Cl:3].[cH:38]1[cH:39][cH:40][n:41][cH:42][cH:43]1>>[C:4]([CH3:5])([CH3:6])([CH3:7])[Si:8]([O:9][CH2:10][c:11]1[cH:12][cH:13][cH:14][c:15]([NH:17][S:34]([c:31]2[cH:30][cH:29][c:28](-[c:25]3[cH:24][cH:23][c:22]([C:20]#[N:21])[cH:27][cH:26]3)[cH:33][cH:32]2)(=[O:35])=[O:36])[n:16]1)([CH3:18])[CH3:19]. Yields the product CC(C)(C)[Si](C)(C)OCc1cccc(NS(=O)(=O)c2ccc(-c3ccc(C#N)cc3)cc2)n1. Starting materials: Cl (hydrochloric acid), OC(CCCCCCCCCCC(=O)OC)CCCCCC (methyl 12-hydroxystearate), C[O-].[Na+] (sodium methoxide), C(CCC)N (n-butylamine). Solvent: CO (methanol), CO (methanol). Product: C(CCC)NC(CCCCCCCCCCC(CCCCCC)O)=O (N-butyl-12-hydroxystearic acid amide). As a reaction SMILES: [OH:1][CH:2]([CH2:17][CH2:18][CH2:19][CH2:20][CH2:21][CH3:22])[CH2:3][CH2:4][CH2:5][CH2:6][CH2:7][CH2:8][CH2:9][CH2:10][CH2:11][CH2:12][C:13]([O:15]C)=O.C[O-].[Na+].[CH2:26]([NH2:30])[CH2:27][CH2:28][CH3:29].Cl>CO>[CH2:26]([NH:30][C:13](=[O:15])[CH2:12][CH2:11][CH2:10][CH2:9][CH2:8][CH2:7][CH2:6][CH2:5][CH2:4][CH2:3][CH:2]([OH:1])[CH2:17][CH2:18][CH2:19][CH2:20][CH2:21][CH3:22])[CH2:27][CH2:28][CH3:29] |f:1.2|. Procedure: 50 g of methyl 12-hydroxystearate, 300 ml of methanol and 20 ml of a 28% methanol solution of sodium methoxide were mixed, and 50 ml of n-butylamine was added thereto. The resulting mixture was heat-refluxed for 6.5 hours. After cooling, the reaction mixture was poured into dilute hydrochloric acid, and the precipitated crystals were filtered to obtain 47 g of N-butyl-12-hydroxystearic acid amide having a melting point of 100°-102° C. Reactants: COC(COC1=CC=C(C=C1)OCC(=O)OC)=O ((4-Methoxycarbonylmethoxy-phenoxy)-acetic acid methyl ester), Cl (hydrochloric acid). The solvent is [OH-].[Na+] (sodium hydroxide). Reaction conditions: temperature 70 celsius. Product: C(=O)(O)COC1=CC=C(OCC(=O)O)C=C1 ((4-Carboxymethoxy-phenoxy)-acetic acid). Isolated yield 67.3%. Reaction SMILES: C[O:2][C:3](=[O:18])[CH2:4][O:5][C:6]1[CH:11]=[CH:10][C:9]([O:12][CH2:13][C:14]([O:16]C)=[O:15])=[CH:8][CH:7]=1.Cl>[OH-].[Na+]>[C:14]([CH2:13][O:12][C:9]1[CH:10]=[CH:11][C:6]([O:5][CH2:4][C:3]([OH:18])=[O:2])=[CH:7][CH:8]=1)([OH:16])=[O:15] |f:2.3|. Procedure details: (4-Methoxycarbonylmethoxy-phenoxy)-acetic acid methyl ester 82 (100 grams, 394 mmol) was added to 3.25 M-sodium hydroxide solution (600 mL) and heated to 70° C. for 20 hours and poured onto ice cold water (1 lit) and the pH adjusted to 1 with concentrated hydrochloric acid. Crude 83 was filtered, dried, and recrystallized from DMF by precipitating with water to give pure 83 (60 grams, 67.4%) as a white powder. M.p: 254-256.5° C. IH NMR (CDCl3+DMSO, d6) 4.44 (s, 2H, OCH2), 6.72 (s, 2H, Ar). The reactants are C(C)N (Ethylamine), CS(=O)(=O)OC(C)(C)N1C2=CC=CC=C2SC=2C=CC(=CC12)C#N (2-(2-cyano-10-phenothiazinyl)-2-propyl methanesulphonate). Solvent: C1(=CC=CC=C1)C (toluene). Reaction conditions: time 24 hour. Yields the product C(C)NCC(C)N1C2=CC=CC=C2SC=2C=CC(=CC12)C#N (10-(1-Ethylamino-2-propyl)- 2-phenothiazinecarbonitrile). Reaction SMILES: [CH2:1]([NH2:3])[CH3:2].CS(O[C:9]([N:12]1[C:25]2[CH:24]=[C:23]([C:26]#[N:27])[CH:22]=[CH:21][C:20]=2[S:19][C:18]2[C:13]1=[CH:14][CH:15]=[CH:16][CH:17]=2)([CH3:11])[CH3:10])(=O)=O>C1(C)C=CC=CC=1>[CH2:1]([NH:3][CH2:11][CH:9]([N:12]1[C:25]2[CH:24]=[C:23]([C:26]#[N:27])[CH:22]=[CH:21][C:20]=2[S:19][C:18]2[C:13]1=[CH:14][CH:15]=[CH:16][CH:17]=2)[CH3:10])[CH3:2]. Reported procedure: Ethylamine (18.75 cc) is added to a solution of 2-(2-cyano-10-phenothiazinyl)-2-propyl methanesulphonate, D series (10 g) in toluene (100 cc), and this mixture is brought to a temperature in the region of 105° C. for 24 hours. After being cooled, the reaction mixture is concentrated to dryness under reduced pressure (30 mm Hg; 4 kPa) at 40° C. The residue is taken up with ethyl ether (250 cc) and extracted successively with N aqueous hydrochloric acid solution (2×100 cc). The combined aqueous ph...